This data is from the Open Reaction Database (ORD), a public repository of structured organic reaction records. The task is: describe an organic reaction: reactants, conditions, products, and yield Yields the product Cc1c(C(Nc2ccc(C(=O)N(C)CCC(=O)O)cc2)C(C)C)oc2ccc(OC3CCSCC3)cc12. RXN SMILES: [CH3:1][N:2]([CH2:3][CH2:4][C:5](=[O:6])[O:7][CH2:8][CH3:9])[C:10](=[O:11])[c:12]1[cH:13][cH:14][c:15]([NH:18][CH:19]([CH:20]([CH3:21])[CH3:22])[c:23]2[o:24][c:25]3[c:26]([c:27]2[CH3:28])[cH:29][c:30]([O:33][CH:34]2[CH2:35][CH2:36][S:37][CH2:38][CH2:39]2)[cH:31][cH:32]3)[cH:16][cH:17]1.[CH3:42][CH2:43][OH:44].[Na+:41].[O:45]1[CH2:46][CH2:47][CH2:48][CH2:49]1.[OH-:40]>>[CH3:1][N:2]([CH2:3][CH2:4][C:5](=[O:6])[OH:7])[C:10](=[O:11])[c:12]1[cH:13][cH:14][c:15]([NH:18][CH:19]([CH:20]([CH3:21])[CH3:22])[c:23]2[o:24][c:25]3[c:26]([c:27]2[CH3:28])[cH:29][c:30]([O:33][CH:34]2[CH2:35][CH2:36][S:37][CH2:38][CH2:39]2)[cH:31][cH:32]3)[cH:16][cH:17]1. The reactants are CCOC(=O)CCN(C)C(=O)c1ccc(NC(c2oc3ccc(OC4CCSCC4)cc3c2C)C(C)C)cc1, CCO, [Na+], C1CCOC1, [OH-]. Starting materials: C[Si](C)(C)C#N, CC(=O)O, Nc1cccnc1, [NH4+], O=C1CCCCC1, [OH-]. Product: N#CC1(Nc2cccnc2)CCCCC1. RXN SMILES: [CH3:15][Si:16]([CH3:17])([CH3:18])[C:19]#[N:20].[CH3:23][C:24](=[O:25])[OH:26].[NH2:1][c:2]1[cH:3][n:4][cH:5][cH:6][cH:7]1.[NH4+:21].[O:8]=[C:9]1[CH2:10][CH2:11][CH2:12][CH2:13][CH2:14]1.[OH-:22]>>[NH:1]([c:2]1[cH:3][n:4][cH:5][cH:6][cH:7]1)[C:9]1([C:19]#[N:20])[CH2:10][CH2:11][CH2:12][CH2:13][CH2:14]1. Starting materials: ClC1=CC=C(C=C1)/C(=N/O)/C1CC1 ((E)-(4-chlorophenyl)(cyclopropyl)methanone oxime), [H-].[Na+] (sodium hydride), ClCC=1C(=C(C(=CC1)F)C1=CC=CC=C1)F (3-chloromethyl-2,6-difluoro[1,1'-biphenyl]), solution, CN(C=O)C (N,N-dimethylformamide). The solvent is C1(=CC=CC=C1)C (toluene). Product: FC1=C(C(=CC=C1CO\N=C(/C1CC1)\C1=CC=C(C=C1)Cl)F)C1=CC=CC=C1 ((E)-(4-chlorophenyl)(cyclopropyl)methanone O-[(2,6-difluoro[1,1'-biphenyl]-3-yl)methyl]oxime). RXN SMILES: [Cl:1][C:2]1[CH:7]=[CH:6][C:5](/[C:8](/[CH:11]2[CH2:13][CH2:12]2)=[N:9]/[OH:10])=[CH:4][CH:3]=1.[H-].[Na+].Cl[CH2:17][C:18]1[C:19]([F:31])=[C:20]([C:25]2[CH:30]=[CH:29][CH:28]=[CH:27][CH:26]=2)[C:21]([F:24])=[CH:22][CH:23]=1.CN(C)C=O>C1(C)C=CC=CC=1>[F:31][C:19]1[C:18]([CH2:17][O:10]/[N:9]=[C:8](/[C:5]2[CH:4]=[CH:3][C:2]([Cl:1])=[CH:7][CH:6]=2)\[CH:11]2[CH2:12][CH2:13]2)=[CH:23][CH:22]=[C:21]([F:24])[C:20]=1[C:25]1[CH:26]=[CH:27][CH:28]=[CH:29][CH:30]=1 |f:1.2|. Procedure details: In a manner similar to Example 2, the reaction of 0.59 g (0.003 mole) of (E)-(4-chlorophenyl)(cyclopropyl)methanone oxime with 0.072 g (0.003 mole) of sodium hydride and 0.72 g (0.003 mole) of 3-chloromethyl-2,6-difluoro[1,1'-biphenyl] in 25 ml of a 20% solution of N,N-dimethylformamide in toluene produced (E)-(4-chlorophenyl)(cyclopropyl)methanone O-[(2,6-difluoro[1,1'-biphenyl]-3-yl)methyl]oxime as an oil. Reactants: CCCN1CCOC(c2ccc(OCc3ccccc3)c(C(=O)OC)c2)C1, CO, Cl, [Na+], [OH-]. Product: CCCN1CCOC(c2ccc(OCc3ccccc3)c(C(=O)O)c2)C1. RXN SMILES: [CH3:1][O:2][C:3]([c:4]1[c:5]([O:19][CH2:20][c:21]2[cH:22][cH:23][cH:24][cH:25][cH:26]2)[cH:6][cH:7][c:8]([CH:10]2[O:11][CH2:12][CH2:13][N:14]([CH2:16][CH2:17][CH3:18])[CH2:15]2)[cH:9]1)=[O:27].[CH3:31][OH:32].[ClH:30].[Na+:29].[OH-:28]>>[O:2]=[C:3]([c:4]1[c:5]([O:19][CH2:20][c:21]2[cH:22][cH:23][cH:24][cH:25][cH:26]2)[cH:6][cH:7][c:8]([CH:10]2[O:11][CH2:12][CH2:13][N:14]([CH2:16][CH2:17][CH3:18])[CH2:15]2)[cH:9]1)[OH:27]. The reactants are C([O-])([O-])=O.[K+].[K+] (potassium carbonate), C[C@@]12[C@H](CC[C@H]1[C@H]1CCC=3C=C(C=C(C3[C@H]1CC2)O)O)O (8α-estra-1,3,5(10)-triene-1,3,17β-triol), C(C)(=O)OC1=CC(=CC=2CC[C@@H]3[C@@H]4CC[C@@H]([C@@]4(C)CC[C@@H]3C12)OC(C)=O)OC(C)=O (1,3,17β-Triacetoxy-8α-estra-1,3,5(10)-triene), ice water, C1(CCCC1)Br (cyclopentyl bromide). Run in C(C)O (ethanol), CCOCC (ether). Product: C1(CCCC1)OC1=CC(=CC=2CC[C@@H]3[C@@H]4CC[C@@H]([C@@]4(C)CC[C@@H]3C12)O)OC1CCCC1 (1,3-Bis(cyclopentyloxy)-8α-estra-1,3,5(10)-trien-17β-ol). Reaction SMILES: [CH3:1][C@:2]12[CH2:18][CH2:17][C@H:16]3[C@H:7]([CH2:8][CH2:9][C:10]4[CH:11]=[C:12]([OH:20])[CH:13]=[C:14]([OH:19])[C:15]=43)[C@@H:6]1[CH2:5][CH2:4][C@@H:3]2[OH:21].C(OC1C2[C@@H]3[C@@H]([C@H:34]4[C@@:38](CC3)(C)[C@@H:37](OC(=O)C)[CH2:36][CH2:35]4)CCC=2C=C(OC(=O)C)C=1)(=O)C.[CH:52]1(Br)[CH2:56][CH2:55][CH2:54][CH2:53]1.C(=O)([O-])[O-].[K+].[K+]>CCOCC.C(O)C>[CH:52]1([O:19][C:14]2[C:15]3[C@@H:16]4[C@@H:7]([C@H:6]5[C@@:2]([CH2:18][CH2:17]4)([CH3:1])[C@@H:3]([OH:21])[CH2:4][CH2:5]5)[CH2:8][CH2:9][C:10]=3[CH:11]=[C:12]([O:20][CH:34]3[CH2:35][CH2:36][CH2:37][CH2:38]3)[CH:13]=2)[CH2:56][CH2:55][CH2:54][CH2:53]1 |f:3.4.5|. Reported procedure: A solution of 850 mg. of 8α-estra-1,3,5(10)-triene-1,3,17β-triol (prepared from compound of Example 10 by saponification in 30 ml. of ethanol is heated to the boiling point under N2 with 2.5 ml. of cyclopentyl bromide and 2.5 g. of potassium carbonate for 5 hours. The mixture is then introduced into ice water, taken up in ether, and the organic phase is washed, dried, and evaporated. After purification by chromatography on silica gel, 365 mg. of final product is obtained. The reactants are COC(C(C(CCC)O)=C)=O (3-hydroxy-2-methylenehexanoic acid methyl ester), Cl (HCl), C(C)(=O)OC(C)=O (acetic anhydride). The reagents and catalysts are CN(C)C=1C=CN=CC1 (DMAP). The solvent is C1(=CC=CC=C1)C (toluene). Conditions: temperature 2.5 celsius, time 3 hour. Yields the product COC(C(C(CCC)OC(C)=O)=C)=O (3-acetoxy-2-methylenehexanoic acid methyl ester). The yield is 97.6%. RXN SMILES: [CH3:1][O:2][C:3](=[O:11])[C:4](=[CH2:10])[CH:5]([OH:9])[CH2:6][CH2:7][CH3:8].[C:12](OC(=O)C)(=[O:14])[CH3:13].Cl>CN(C1C=CN=CC=1)C.C1(C)C=CC=CC=1>[CH3:1][O:2][C:3](=[O:11])[C:4](=[CH2:10])[CH:5]([O:9][C:12](=[O:14])[CH3:13])[CH2:6][CH2:7][CH3:8]. Procedure details: A mixture of 3-hydroxy-2-methylenehexanoic acid methyl ester (55.37 g, 350 mmol) and DMAP (4.28 g, 35 mmol) in toluene (400 mL) is cooled to 0-5° C. and to it is added acetic anhydride (42.88 g, 420 mmol) dropwise in ˜30 minutes while maintaining the temperature at 0-5° C. The resulting solution is allowed to warm to room temperature in 1 hour. After stirring for 3 hours at RT, the reaction mixture is cooled to 0-5° C. and to it is added 1 N HCl acid (80 mL), in 20 minutes. The organic layer is ... The reactants are FC(F)(F)CCCBr, COC(=O)C(Cc1c[nH]cn1)NC(=O)OC(C)(C)C, O=C([O-])[O-], CN(C)C=O, [Cs+], [Cs+]. Yields the product COC(=O)C(Cc1cn(CCCC(F)(F)F)cn1)NC(=O)OC(C)(C)C. As a reaction SMILES: [Br:7][CH2:8][CH2:9][CH2:10][C:11]([F:12])([F:13])[F:14].[C:15]([CH3:16])([CH3:17])([CH3:18])[O:19][C:20](=[O:21])[NH:22][CH:23]([C:24](=[O:25])[O:26][CH3:27])[CH2:28][c:29]1[n:30][cH:31][nH:32][cH:33]1.[C:1](=[O:2])([O-:3])[O-:4].[CH3:34][N:35]([CH3:36])[CH:37]=[O:38].[Cs+:5].[Cs+:6]>>[CH2:8]([CH2:9][CH2:10][C:11]([F:12])([F:13])[F:14])[n:32]1[cH:31][n:30][c:29]([CH2:28][CH:23]([NH:22][C:20]([O:19][C:15]([CH3:16])([CH3:17])[CH3:18])=[O:21])[C:24](=[O:25])[O:26][CH3:27])[cH:33]1. Reactants: O=C(O)CCCCCCCCCCCCCCC(=O)O, COc1ccc(CCl)cc1, CN1CCCC1=O, CC(C)NC(C)C, [I-], [Na+], O. The product is COc1ccc(COC(=O)CCCCCCCCCCCCCCC(=O)O)cc1. RXN SMILES: [C:1]([CH2:2][CH2:3][CH2:4][CH2:5][CH2:6][CH2:7][CH2:8][CH2:9][CH2:10][CH2:11][CH2:12][CH2:13][CH2:14][CH2:15][C:16](=[O:17])[OH:18])(=[O:19])[OH:20].[CH3:28][O:29][c:30]1[cH:31][cH:32][c:33]([CH2:34][Cl:35])[cH:36][cH:37]1.[CH3:40][N:41]1[CH2:42][CH2:43][CH2:44][C:45]1=[O:46].[CH:21]([NH:22][CH:23]([CH3:24])[CH3:25])([CH3:26])[CH3:27].[I-:38].[Na+:39].[OH2:47]>>[C:1]([CH2:2][CH2:3][CH2:4][CH2:5][CH2:6][CH2:7][CH2:8][CH2:9][CH2:10][CH2:11][CH2:12][CH2:13][CH2:14][CH2:15][C:16]([O:17][CH2:34][c:33]1[cH:32][cH:31][c:30]([O:29][CH3:28])[cH:37][cH:36]1)=[O:18])(=[O:19])[OH:20]. The reactants are CCCCP(CCCC)CCCC, COc1cc(CO)ccc1OCc1nc(-c2cccnc2)oc1C, O=C(N=NC(=O)N1CCCCC1)N1CCCCC1, C1CCOC1, O=Cc1cn(-c2ccccc2)nc1O. Product: COc1cc(COc2nn(-c3ccccc3)cc2C=O)ccc1OCc1nc(-c2cccnc2)oc1C. Reaction SMILES: [CH2:39]([P:40]([CH2:41][CH2:42][CH2:43][CH3:44])[CH2:45][CH2:46][CH2:47][CH3:48])[CH2:49][CH2:50][CH3:51].[CH3:1][O:2][c:3]1[cH:4][c:5]([CH2:23][OH:24])[cH:6][cH:7][c:8]1[O:9][CH2:10][c:11]1[n:12][c:13](-[c:17]2[cH:18][n:19][cH:20][cH:21][cH:22]2)[o:14][c:15]1[CH3:16].[N:52]([C:53]([N:54]1[CH2:55][CH2:56][CH2:57][CH2:58][CH2:59]1)=[O:60])=[N:61][C:62]([N:63]1[CH2:64][CH2:65][CH2:66][CH2:67][CH2:68]1)=[O:69].[O:70]1[CH2:71][CH2:72][CH2:73][CH2:74]1.[OH:25][c:26]1[n:27][n:28](-[c:33]2[cH:34][cH:35][cH:36][cH:37][cH:38]2)[cH:29][c:30]1[CH:31]=[O:32]>>[CH3:1][O:2][c:3]1[cH:4][c:5]([CH2:23][O:24][c:26]2[n:27][n:28](-[c:33]3[cH:34][cH:35][cH:36][cH:37][cH:38]3)[cH:29][c:30]2[CH:31]=[O:32])[cH:6][cH:7][c:8]1[O:9][CH2:10][c:11]1[n:12][c:13](-[c:17]2[cH:18][n:19][cH:20][cH:21][cH:22]2)[o:14][c:15]1[CH3:16].